Dataset: the Open Reaction Database (ORD), a public repository of structured organic reaction records. Task: describe an organic reaction: reactants, conditions, products, and yield Reactants: NC(CO)(C)C (2-amino-2-methyl-propan-1-ol), ClC1=CC=C(C(=O)Cl)C=C1 (4-chloro-benzoyl chloride), [OH-].[Na+] (NaOH), O=S(Cl)Cl (SOCl2). The solvent is ClCCl (dichloromethane), ClCCl (dichloromethane), C(C)OCC (ethyl ether). Conditions: time 2.5 hour. Yields the product ClC1=CC=C(C=C1)C1OCC(N1)(C)C (2-(4-chloro-phenyl)-4,4-dimethyl-oxazolidine). Yield: 39.4%. As a reaction SMILES: [NH2:1][C:2]([CH3:6])([CH3:5])[CH2:3][OH:4].[Cl:7][C:8]1[CH:16]=[CH:15][C:11]([C:12](Cl)=O)=[CH:10][CH:9]=1.O=S(Cl)Cl.[OH-].[Na+]>ClCCl.C(OCC)C>[Cl:7][C:8]1[CH:16]=[CH:15][C:11]([CH:12]2[NH:1][C:2]([CH3:6])([CH3:5])[CH2:3][O:4]2)=[CH:10][CH:9]=1 |f:3.4|. Reported procedure: To a solution of 2-amino-2-methyl-propan-1-ol (59 g, 0.66 mol) in dichloromethane (120 mL) at 0° C. was added dropwise a solution of 4-chloro-benzoyl chloride (53 g, 0.3 mol) in dichloromethane (75 mL). The resulting mixture was stirred at r.t. for 2.5 h, then filtered and the filtrate was concentrated. Then SOCl2 (120 g, 1 mol) was added dropwise. The mixture was stirred at room temperature for overnight, then diluted with ethyl ether (150 mL). The resulting mixture was cooled in an ice bath, n... Starting materials: C(CCC)C1=CC=C(C(=O)Cl)C=C1 (4-n-Butylbenzoyl chloride), OC1=CC=C(C=O)C=C1 (4-hydroxybenzaldehyde), C1=CC=CC=C1 (benzene), N1=CC=CC=C1 (pyridine). The solvent is O (water). Reaction conditions: time 24 hour. The product is C(CCC)C1=CC=C(C(=O)OC2=CC=C(C=O)C=C2)C=C1 (p-(4'-n-butylbenzoyloxy)benzaldehyde). The yield is 916.0%. As a reaction SMILES: [CH2:1]([C:5]1[CH:13]=[CH:12][C:8]([C:9](Cl)=[O:10])=[CH:7][CH:6]=1)[CH2:2][CH2:3][CH3:4].[OH:14][C:15]1[CH:22]=[CH:21][C:18]([CH:19]=[O:20])=[CH:17][CH:16]=1.C1C=CC=CC=1.N1C=CC=CC=1>O>[CH2:1]([C:5]1[CH:13]=[CH:12][C:8]([C:9]([O:14][C:15]2[CH:22]=[CH:21][C:18]([CH:19]=[O:20])=[CH:17][CH:16]=2)=[O:10])=[CH:7][CH:6]=1)[CH2:2][CH2:3][CH3:4]. Procedure: 4-n-Butylbenzoyl chloride (39, 2 g, 0.2 m) was added dropwise to a solution of 4-hydroxybenzaldehyde (24.4 g), (0.2 m) anhydrous benzene (320 ml) and dry pyridine (30 ml) with stirring. After completion of addition stirring was continued for 24 hours at room temperature. The resulting reaction mixture was poured into cold water. The organic layer was separated and washed with diluted hydrochloric acid solution, diluted potassium hydroxide solution and water, then dried over anhydrous sodium sulf... Reactants: C(=O)(OCC)C=1C=CC=2N(C1)C=CN2 (6-carboethoxyimidazo[1,2-a]pyridine), C(C)(C)(C)N1N=C(C(=C1N)C(=O)N)CC1=CC=NC=C1 (1-tert-butyl-3-(4-pyridylmethyl)-5-amino-1H-pyrazole-4-carboxamide), C1(CCCC1)N1N=C(C(=C1N)C(=O)N)CC (1-cyclopentyl-3-ethyl-5-amino-1H-pyrazole-4-carboxamide). Product: C(C)(C)(C)N1NC(=C2C1=NC(=NC2=O)C2=CC=NC=C2)CC2=CC=NC=C2 (1-tert-butyl-3-(4-pyridylmethyl)-6-(4-pyridyl)-pyrazolo[3,4-d]pyrimidin-4-one). Isolated yield 84.0%. As a reaction SMILES: C(C1C=CC2N(C=CN=2)C=1)(OCC)=O.[C:15]([N:19]1[C:23]([NH2:24])=[C:22]([C:25]([NH2:27])=[O:26])[C:21]([CH2:28][C:29]2[CH:34]=[CH:33][N:32]=[CH:31][CH:30]=2)=[N:20]1)([CH3:18])([CH3:17])[CH3:16].[CH:35]1([N:40]2[C:44](N)=[C:43](C(N)=O)[C:42]([CH2:49]C)=N2)[CH2:39]CCC1>>[C:15]([N:19]1[C:23]2=[N:24][C:49]([C:42]3[CH:39]=[CH:35][N:40]=[CH:44][CH:43]=3)=[N:27][C:25](=[O:26])[C:22]2=[C:21]([CH2:28][C:29]2[CH:30]=[CH:31][N:32]=[CH:33][CH:34]=2)[NH:20]1)([CH3:18])([CH3:16])[CH3:17]. Procedure details: Following a procedure substantially similar to that described in Example 16, part c, but substituting ethyl isonicotinate for 6-carboethoxyimidazo[1,2-a]pyridine and 1-tert-butyl-3-(4-pyridylmethyl)-5-amino-1H-pyrazole-4-carboxamide for 1-cyclopentyl-3-ethyl-5-amino-1H-pyrazole-4-carboxamide there was obtained 1-tert-butyl-3-(4-pyridylmethyl)-6-(4-pyridyl)-pyrazolo[3,4-d]pyrimidin-4-one in 84% yield as a white powder, m.p. 233°-235° C.